Task: describe an organic reaction: reactants, conditions, products, and yield. Dataset: the Open Reaction Database (ORD), a public repository of structured organic reaction records Starting materials: [Al+3], CO, CCOC(C)=O, [Cl-], [H-], [H-], [H-], [H-], [Li+], [NH4+], C1CCOC1, O, CC(Oc1ccc(C#N)cc1)c1ccccc1. Yields the product CC(Oc1ccc(CN)cc1)c1ccccc1. As a reaction SMILES: [Al+3:2].[CH3:24][OH:25].[CH3:34][CH2:35][O:36][C:37](=[O:38])[CH3:39].[Cl-:26].[H-:1].[H-:4].[H-:5].[H-:6].[Li+:3].[NH4+:27].[O:28]1[CH2:29][CH2:30][CH2:31][CH2:32]1.[OH2:33].[c:7]1([CH:13]([CH3:14])[O:15][c:16]2[cH:17][cH:18][c:19]([C:20]#[N:21])[cH:22][cH:23]2)[cH:8][cH:9][cH:10][cH:11][cH:12]1>>[c:7]1([CH:13]([CH3:14])[O:15][c:16]2[cH:17][cH:18][c:19]([CH2:20][NH2:21])[cH:22][cH:23]2)[cH:8][cH:9][cH:10][cH:11][cH:12]1. Reactants: solid, C1(=CC=CC=C1)C1OC(=C(C1=O)C1=CC(=CC=C1)C(=O)OC)N (2-phenyl-3-oxo-4-(3-methoxycarbonylphenyl)-5-amino-2,3-dihydrofuran), S(=O)(=O)(OC)OC (dimethyl sulfate), [OH-].[Na+] (sodium hydroxide). The reagents and catalysts are [Cl-].C(C1=CC=CC=C1)[N+](CC)(CC)CC (benzyltriethyl ammonium chloride). Solvent: C(Cl)Cl (methylene chloride), O (water). Reaction conditions: time 18 hour. The product is C1(=CC=CC=C1)C1OC(=C(C1=O)C1=CC(=CC=C1)C(=O)OC)NC (2-Phenyl-3-oxo-4-(-3-methoxycarbonylphenyl)-5-methylamino-2,3-dihydrofuran). Isolated yield 53.7%. As a reaction SMILES: [OH-].[Na+].[C:3]1([CH:9]2[C:13](=[O:14])[C:12]([C:15]3[CH:20]=[CH:19][CH:18]=[C:17]([C:21]([O:23][CH3:24])=[O:22])[CH:16]=3)=[C:11]([NH2:25])[O:10]2)[CH:8]=[CH:7][CH:6]=[CH:5][CH:4]=1.S(OC)(O[CH3:30])(=O)=O>O.C(Cl)Cl.[Cl-].C([N+](CC)(CC)CC)C1C=CC=CC=1>[C:3]1([CH:9]2[C:13](=[O:14])[C:12]([C:15]3[CH:20]=[CH:19][CH:18]=[C:17]([C:21]([O:23][CH3:24])=[O:22])[CH:16]=3)=[C:11]([NH:25][CH3:30])[O:10]2)[CH:4]=[CH:5][CH:6]=[CH:7][CH:8]=1 |f:0.1,6.7|. Procedure details: In this example, 0.60 g of solid sodium hydroxide in 4.0 ml of water was added to a mixture of 4.1 g of 2-phenyl-3-oxo-4-(3-methoxycarbonylphenyl)-5-amino-2,3-dihydrofuran in 70 ml of methylene chloride at room temperature followed by the addition of 1.73 g of dimethyl sulfate and 0.30 g of benzyltriethyl ammonium chloride. The two-phase mixture was then stirred at room temperature for about 18 hours and then washed one time with water, dried over magnesium sulfate and then concentrated by evapo... Starting materials: ClC1=C(C=NC2=CC(=C(C=C12)OC)C=1C(=NOC1C)C)C(=O)N (4-chloro-7-(3,5-dimethyl-4-isoxazolyl)-6-(methyloxy)-3-quinolinecarboxamide), ClC1=C(C=NC2=CC(=C(C=C12)OC)C=1C(=NOC1C)C)C(=O)N (4-Chloro-7-(3,5-dimethyl-4-isoxazolyl)-6-(methyloxy)-3-quinolinecarboxamide), CC1=CC=C(O1)CN ([(5-methyl-2-furanyl)methyl]amine). The solvent is O1CCOCC1 (1,4-dioxane). Product: CC1=NOC(=C1C1=C(C=C2C(=C(C=NC2=C1)C(=O)N)NCC=1OC(=CC1)C)OC)C (7-(3,5-dimethyl-4-isoxazolyl)-4-{[(5-methyl-2-furanyl)methyl]amino}-6-(methyloxy)-3-quinolinecarboxamide). RXN SMILES: Cl[C:2]1[C:11]2[C:6](=[CH:7][C:8]([C:14]3[C:15]([CH3:20])=[N:16][O:17][C:18]=3[CH3:19])=[C:9]([O:12][CH3:13])[CH:10]=2)[N:5]=[CH:4][C:3]=1[C:21]([NH2:23])=[O:22].[CH3:24][C:25]1[O:29][C:28]([CH2:30][NH2:31])=[CH:27][CH:26]=1>O1CCOCC1>[CH3:20][C:15]1[C:14]([C:8]2[CH:7]=[C:6]3[C:11]([C:2]([NH:31][CH2:30][C:28]4[O:29][C:25]([CH3:24])=[CH:26][CH:27]=4)=[C:3]([C:21]([NH2:23])=[O:22])[CH:4]=[N:5]3)=[CH:10][C:9]=2[O:12][CH3:13])=[C:18]([CH3:19])[O:17][N:16]=1. Procedure details: A mixture of 4-chloro-7-(3,5-dimethyl-4-isoxazolyl)-6-(methyloxy)-3-quinolinecarboxamide (for a preparation see Intermediate 56, 200 mg,) and [(5-methyl-2-furanyl)methyl]amine (200 mg) in 1,4-dioxane was heated to reflux overnight. The reaction mixture was evaporated to dryness and the residue was taken-up in DCM and washed with a saturated solution of sodium hydrogen carbonate. The organic was dried over Na2SO4, filtered and concentrated. The residue was purified by chromatography to give 7-(3,... Reactants: [Cl-], O=N[O-], [Na+], [Na+], [Na+], [OH-], O, O=S(=O)(O)O, Nc1cncc(OCc2ccccc2)c1. The product is Oc1cncc(OCc2ccccc2)c1. RXN SMILES: [Cl-:27].[N:21]([O-:22])=[O:23].[Na+:24].[Na+:26].[Na+:28].[OH-:25].[OH2:29].[S:16]([OH:17])(=[O:18])(=[O:19])[OH:20].[c:1]1([CH2:7][O:8][c:9]2[cH:10][c:11]([NH2:15])[cH:12][n:13][cH:14]2)[cH:2][cH:3][cH:4][cH:5][cH:6]1>>[c:1]1([CH2:7][O:8][c:9]2[cH:10][c:11]([OH:17])[cH:12][n:13][cH:14]2)[cH:2][cH:3][cH:4][cH:5][cH:6]1. The reactants are C1(=CC=CC=C1)S(=O)(=O)NC1CC2=CC=C(C=C2C1)C(CCC(=O)O)=O (4-(2-benzenesulphonamido-indan-5-yl)-4-oxobutyric acid), O.NN (hydrazine hydrate). Run in C(C)(=O)O (acetic acid). Yields the product C1(=CC=CC=C1)S(=O)(=O)NC1CC2=CC=C(C=C2C1)C=1CCC(NN1)=O (6-(2-Benzenesulphonamido-indan-5-yl)-4,5-dihydropyridazin-3(2H)-one). RXN SMILES: [C:1]1([S:7]([NH:10][CH:11]2[CH2:19][C:18]3[C:13](=[CH:14][CH:15]=[C:16]([C:20](=O)[CH2:21][CH2:22][C:23]([OH:25])=O)[CH:17]=3)[CH2:12]2)(=[O:9])=[O:8])[CH:6]=[CH:5][CH:4]=[CH:3][CH:2]=1.O.[NH2:28][NH2:29]>C(O)(=O)C>[C:1]1([S:7]([NH:10][CH:11]2[CH2:19][C:18]3[C:13](=[CH:14][CH:15]=[C:16]([C:20]4[CH2:21][CH2:22][C:23](=[O:25])[NH:28][N:29]=4)[CH:17]=3)[CH2:12]2)(=[O:9])=[O:8])[CH:6]=[CH:5][CH:4]=[CH:3][CH:2]=1 |f:1.2|. Procedure: 3.0 g (8 mmol) of 4-(2-benzenesulphonamido-indan-5-yl)-4-oxobutyric acid and 0.53 g (10.4 mmol) of 99% hydrazine hydrate in 12 ml of glacial acetic acid are boiled for 3 hours. The mixture is evaporated in vacuo, water is added to the residue, which is neutralised with sodium carbonate solution, and the reaction product is filtered off with suction and recrystallised from n-propanol. The reactants are C1OC=2C=C(C=CC2O1)CC(=O)O (3,4-methylenedioxyphenylacetic acid), S(O)(O)(=O)=O (sulfuric acid), C(=O)(O)[O-].[Na+] (NaHCO3). Run in CO (methanol). Yields the product C1OC=2C=C(C=CC2O1)CC(=O)OC (Methyl 3,4-methylenedioxyphenylacetate). Isolated yield 86.0%. Reaction SMILES: [CH2:1]1[O:9][C:8]2[CH:7]=[CH:6][C:5]([CH2:10][C:11]([OH:13])=[O:12])=[CH:4][C:3]=2[O:2]1.S(=O)(=O)(O)O.[C:19]([O-])(O)=O.[Na+]>CO>[CH2:1]1[O:9][C:8]2[CH:7]=[CH:6][C:5]([CH2:10][C:11]([O:13][CH3:19])=[O:12])=[CH:4][C:3]=2[O:2]1 |f:2.3|. Reported procedure: To a solution of 3,4-methylenedioxyphenylacetic acid (4.2 g, 23 mmol) in methanol (50 mL) was added concentrated sulfuric acid (1.5 mL). The mixture was refluxed for 48 h, cooled to room temperature, and neutralized with saturated NaHCO3. The methanol was removed in vacuo. The residue was extracted with 1:1 hexane/EtOAc (2×100 mL). The combined organic phase was washed with water, saturated NaHCO3, and brine, and dried over Na2SO4. The solvent was removed in vacuo to yield the title compound as ... The reactants are [Br-] (bromide), C1(CCCCC1)CNCC1CCCCC1 (N,N-dicyclohexylmethylamine), C(CCC)[Sn](C=1N=CSC1)(CCCC)CCCC (4-(tributylstannyl)thiazole), dihydrogen. The solvent is CN(C)C=O (DMF). Reaction conditions: temperature 135 celsius, time 19 hour. The product is N1N=CC2=CC=CC=C12 (azaindole). Isolated yield 75.6%. RXN SMILES: [Br-].[CH:2]1([CH2:8][NH:9]CC2CCCCC2)[CH2:7][CH2:6][CH2:5][CH2:4][CH2:3]1.C([Sn](CCCC)(CCCC)C1[N:23]=CSC=1)CCC>CN(C=O)C>[NH:23]1[C:7]2[C:2](=[CH:3][CH:4]=[CH:5][CH:6]=2)[CH:8]=[N:9]1. Procedure: A mixture of bromide (IXb-75) (120 mg, 0.24 mmol), N,N-dicyclohexylmethylamine (52 mg, 0.27 mmol), 4-(tributylstannyl)thiazole (138 mg, 0.37 mmol), dihydrogen dichlorobis(di-tert-butylphosphinito-kP)palladate(2-) (7 mg, 0.01 mmol) in DMF (3 mL) was stirred at 135° C. for 19 h. The mixture was then cooled to RT and partitioned between EtOAc (20 mL) and saturated aqueous NaHCO3 solution (10 mL). The aqueous layer was extracted with EtOAc (2×15 mL). The combined organic solutions were dried (MgSO4)...